describe an organic reaction: reactants, conditions, products, and yield From a dataset of the Open Reaction Database (ORD), a public repository of structured organic reaction records. Product: CCOC(=O)c1c(-c2ccccc2C)c2cc3c(cc2n(C)c1=O)CCC3. Reaction SMILES: [C:27](=[O:28])([O-:29])[O-:30].[CH3:1][c:2]1[c:3](-[c:8]2[c:9]([C:22](=[O:23])[O:24][CH2:25][CH3:26])[c:10](=[O:21])[nH:11][c:12]3[cH:13][c:14]4[c:15]([cH:16][c:17]23)[CH2:18][CH2:19][CH2:20]4)[cH:4][cH:5][cH:6][cH:7]1.[CH3:38][I:39].[K+:31].[K+:32].[O:33]=[CH:34][N:35]([CH3:36])[CH3:37].[OH2:40]>>[CH3:1][c:2]1[c:3](-[c:8]2[c:9]([C:22](=[O:23])[O:24][CH2:25][CH3:26])[c:10](=[O:21])[n:11]([CH3:27])[c:12]3[cH:13][c:14]4[c:15]([cH:16][c:17]23)[CH2:18][CH2:19][CH2:20]4)[cH:4][cH:5][cH:6][cH:7]1. Starting materials: O=C([O-])[O-], CCOC(=O)c1c(-c2ccccc2C)c2cc3c(cc2[nH]c1=O)CCC3, CI, [K+], [K+], CN(C)C=O, O.